Dataset: the Open Reaction Database (ORD), a public repository of structured organic reaction records. Task: describe an organic reaction: reactants, conditions, products, and yield The reactants are C1COCCO1, CNc1ncccc1[N+](=O)[O-]. Yields the product CNc1ncccc1N. RXN SMILES: [CH2:12]1[O:13][CH2:14][CH2:15][O:16][CH2:17]1.[CH3:1][NH:2][c:3]1[n:4][cH:5][cH:6][cH:7][c:8]1[N+:9]([O-:10])=[O:11]>>[CH3:1][NH:2][c:3]1[n:4][cH:5][cH:6][cH:7][c:8]1[NH2:9].